This data is from the Open Reaction Database (ORD), a public repository of structured organic reaction records. The task is: describe an organic reaction: reactants, conditions, products, and yield The reactants are [H-].[Al+3].[Li+].[H-].[H-].[H-] (lithium aluminum hydride), FC(C1=C(CN2CC(C2)C(=O)OC)C=CC(=C1)C(F)(F)F)(F)F (methyl 1-[2,4-bis(trifluoromethyl)benzyl]azetidine-3-carboxylate), [OH-].[Na+] (sodium hydroxide). Solvent: C1CCOC1 (THF), C1CCOC1 (THF). Reaction conditions: time 8 hour. Product: FC(C1=C(CN2CC(C2)CO)C=CC(=C1)C(F)(F)F)(F)F ({1-[2,4-bis(trifluoromethyl)benzyl]azetidin-3-yl}methanol). Isolated yield 57.5%. As a reaction SMILES: [F:1][C:2]([F:23])([F:22])[C:3]1[CH:17]=[C:16]([C:18]([F:21])([F:20])[F:19])[CH:15]=[CH:14][C:4]=1[CH2:5][N:6]1[CH2:9][CH:8]([C:10](OC)=[O:11])[CH2:7]1.[H-].[Al+3].[Li+].[H-].[H-].[H-].[OH-].[Na+]>C1COCC1>[F:23][C:2]([F:1])([F:22])[C:3]1[CH:17]=[C:16]([C:18]([F:21])([F:20])[F:19])[CH:15]=[CH:14][C:4]=1[CH2:5][N:6]1[CH2:7][CH:8]([CH2:10][OH:11])[CH2:9]1 |f:1.2.3.4.5.6,7.8|. Reported procedure: To a solution of methyl 1-[2,4-bis(trifluoromethyl)benzyl]azetidine-3-carboxylate (341 mg) in THF (5 mL) was added a suspension of lithium aluminum hydride (38 mg) in THF (5 mL) under ice-cooling. The reaction mixture was stirred at room temperature overnight. To the reaction mixture was added 1N aqueous sodium hydroxide solution under ice-cooling. The precipitate was removed by filtration, the filtrate was concentrated, and the residue was purified by silica gel column chromatography (NH, ethyl... The reactants are COC=1C=C(C=CC1OC)NC=1C2=C(N=C(N1)N1CC(CC1)C(=O)OC)SC=N2 (methyl 1-(7-(3,4-dimethoxyphenylamino)thiazolo[5,4-d]pyrimidin-5-yl)pyrrolidine-3-carboxylate), [OH-].[Na+] (sodium hydroxide). Run in CO (methanol), O (water). Run at time 24 hour. Yields the product COC=1C=C(C=CC1OC)NC=1C2=C(N=C(N1)N1CC(CC1)C(=O)O)SC=N2 (1-(7-(3,4-dimethoxyphenylamino)thiazolo[5,4-d]pyrimidin-5-yl)pyrrolidine-3-carboxylic acid). Yield: 62.3%. Reaction SMILES: [CH3:1][O:2][C:3]1[CH:4]=[C:5]([NH:11][C:12]2[C:13]3[N:29]=[CH:28][S:27][C:14]=3[N:15]=[C:16]([N:18]3[CH2:22][CH2:21][CH:20]([C:23]([O:25]C)=[O:24])[CH2:19]3)[N:17]=2)[CH:6]=[CH:7][C:8]=1[O:9][CH3:10].[OH-].[Na+]>CO.O>[CH3:1][O:2][C:3]1[CH:4]=[C:5]([NH:11][C:12]2[C:13]3[N:29]=[CH:28][S:27][C:14]=3[N:15]=[C:16]([N:18]3[CH2:22][CH2:21][CH:20]([C:23]([OH:25])=[O:24])[CH2:19]3)[N:17]=2)[CH:6]=[CH:7][C:8]=1[O:9][CH3:10] |f:1.2|. Reported procedure: To a stirred solution of methyl 1-(7-(3,4-dimethoxyphenylamino)thiazolo[5,4-d]pyrimidin-5-yl)pyrrolidine-3-carboxylate (160 mg, 0.38 mmol) in 10 mL of methanol was added a solution of sodium hydroxide (154 mg, 3.8 mmol) in 2 mL of water at room temperature. Then the reaction mixture was stirred at this temperature for 24 hours. Then solvent was evaporated at 40° C. at reduced pressure and the residue was suspended in 30 mL of THF, then treated with 2N HCl to pH=2. The solvent was evaporated and ... Reactants: O=C([O-])[O-], CCOC(=O)c1ccc(F)cc1, CS(C)=O, [K+], [K+], CC(C)(C)OC(=O)N1CCNCC1, O. Yields the product CCOC(=O)c1ccc(N2CCN(C(=O)OC(C)(C)C)CC2)cc1. Reaction SMILES: [C:26](=[O:27])([O-:28])[O-:29].[CH2:1]([CH3:2])[O:3][C:4]([c:5]1[cH:6][cH:7][c:8]([F:11])[cH:9][cH:10]1)=[O:12].[CH3:33][S:34]([CH3:35])=[O:36].[K+:30].[K+:31].[N:13]1([C:19](=[O:20])[O:21][C:22]([CH3:23])([CH3:24])[CH3:25])[CH2:14][CH2:15][NH:16][CH2:17][CH2:18]1.[OH2:32]>>[CH2:1]([CH3:2])[O:3][C:4]([c:5]1[cH:6][cH:7][c:8]([N:16]2[CH2:15][CH2:14][N:13]([C:19](=[O:20])[O:21][C:22]([CH3:23])([CH3:24])[CH3:25])[CH2:18][CH2:17]2)[cH:9][cH:10]1)=[O:12]. The reactants are C(C1=CC=CC=C1)OC(=O)NCCCC(=O)NC=1C=C2C=CNC2=CC1 (4-(Benzyloxycarbonylamino)-N-(1H-indol-5-yl)butanamide), [H][H] (hydrogen), [H][H] (hydrogen). The reagents and catalysts are [Pd] (palladium). Solvent: CO (methanol). Product: NCCCC(=O)NC=1C=C2C=CNC2=CC1 (4-amino-N-(1H-indol-5-yl)butanamide). As a reaction SMILES: C(OC([NH:11][CH2:12][CH2:13][CH2:14][C:15]([NH:17][C:18]1[CH:19]=[C:20]2[C:24](=[CH:25][CH:26]=1)[NH:23][CH:22]=[CH:21]2)=[O:16])=O)C1C=CC=CC=1.[H][H]>[Pd].CO>[NH2:11][CH2:12][CH2:13][CH2:14][C:15]([NH:17][C:18]1[CH:19]=[C:20]2[C:24](=[CH:25][CH:26]=1)[NH:23][CH:22]=[CH:21]2)=[O:16]. Procedure: 4.56 of 4-(Benzyloxycarbonylamino)-N-(1H-indol-5-yl)butanamide, 1.1 g palladium (10%) on charcoal and 100 ml methanol are added together at room temperature in the presence of hydrogen until about 90% of theoretical hydrogen uptake is obtained (maximum uptake). The suspension is filtered through talc and the solvent evaporated off giving an oily residue of 4-amino-N-(1H-indol-5-yl)butanamide which is recrystallised from methanol/ether (M.P. 124°-136°). Reactants: C(C)OC(CC(C)(O)C1=CC=C(C=C1)C1=C(C=C(C=C1)F)F)=O (3-(2',4'-difluoro-4-biphenylyl)-3-hydroxybutyric acid ethyl ester), Cl (HCl), O=S(Cl)Cl (SOCl2). The solvent is ClCCl (dichloromethane). Yields the product FC1=C(C=CC(=C1)F)C1=CC=C(C=C1)C(CC(=O)O)C (3-(2',4'-difluoro-4-biphenylyl)butyric acid). RXN SMILES: C([O:3][C:4](=[O:23])[CH2:5][C:6]([C:9]1[CH:14]=[CH:13][C:12]([C:15]2[CH:20]=[CH:19][C:18]([F:21])=[CH:17][C:16]=2[F:22])=[CH:11][CH:10]=1)(O)[CH3:7])C.Cl.O=S(Cl)Cl>ClCCl>[F:22][C:16]1[CH:17]=[C:18]([F:21])[CH:19]=[CH:20][C:15]=1[C:12]1[CH:13]=[CH:14][C:9]([CH:6]([CH3:7])[CH2:5][C:4]([OH:23])=[O:3])=[CH:10][CH:11]=1. Procedure details: A solution of 3.2 g. of 3-(2',4'-difluoro-4-biphenylyl)-3-hydroxybutyric acid ethyl ester in 10 ml. of dichloromethane is saturated with dry HCl gas and 1 ml. of SOCl2 is added. The mixture is warmed to 50° for 2 hours and solvent is removed. The residue, 3'(2',4'-difluoro-4-biphenylyl)-3-chlorobutyric acid ethyl ester, is dissolved in 100 ml. of methanol and hydrogenated on 100 mg. of platinum oxide under normal pressure at 25°. The precipitate is filtered off. A solution of 0.4 g. of NaOH in 5... Reactants: Cl.C(C)N=C=NCCCN(C)C (1-ethyl-3-(3-dimethylaminopropyl)carbodiimide hydrochloride), C(C)(C)(C)OC(=O)C1=C(N=C(S1)N1C[C@@H](N(CC1)S(=O)(=O)C1=CC=C(C=C1)OC(F)(F)F)C(=O)O)C ((R)-4-(5-tert-butoxycarbonyl-4-methyl-thiazol-2-yl)-1-(4-trifluoromethoxy-benzenesulfonyl)-piperazine-2-carboxylic acid), C(C)(C)C1=CC=C(C=N1)CN ([(6-isopropylpyridin-3-yl)methyl]amine), O.ON1N=NC2=C1C=CC=C2 (1-hydroxybenzotriazole hydrate). Solvent: CN(C=O)C (N,N-dimethylformamide). Yields the product C(C)(C)(C)OC(=O)C1=C(N=C(S1)N1C[C@@H](N(CC1)S(=O)(=O)C1=CC=C(C=C1)OC(F)(F)F)C(NCC=1C=NC(=CC1)C(C)C)=O)C (2-[(R)-3-[(6-isopropyl-pyridin-3-ylmethyl)-carbamoyl]-4-(4-trifluoromethoxy-benzenesulfonyl)-piperazin-1-yl]-4-methyl-thiazole-5-carboxylic acid tert-butyl ester). Yield: 86.5%. RXN SMILES: [C:1]([O:5][C:6]([C:8]1[S:12][C:11]([N:13]2[CH2:18][CH2:17][N:16]([S:19]([C:22]3[CH:27]=[CH:26][C:25]([O:28][C:29]([F:32])([F:31])[F:30])=[CH:24][CH:23]=3)(=[O:21])=[O:20])[C@@H:15]([C:33]([OH:35])=O)[CH2:14]2)=[N:10][C:9]=1[CH3:36])=[O:7])([CH3:4])([CH3:3])[CH3:2].[CH:37]([C:40]1[N:45]=[CH:44][C:43]([CH2:46][NH2:47])=[CH:42][CH:41]=1)([CH3:39])[CH3:38].O.ON1C2C=CC=CC=2N=N1.Cl.C(N=C=NCCCN(C)C)C>CN(C)C=O>[C:1]([O:5][C:6]([C:8]1[S:12][C:11]([N:13]2[CH2:18][CH2:17][N:16]([S:19]([C:22]3[CH:27]=[CH:26][C:25]([O:28][C:29]([F:32])([F:30])[F:31])=[CH:24][CH:23]=3)(=[O:21])=[O:20])[C@@H:15]([C:33](=[O:35])[NH:47][CH2:46][C:43]3[CH:44]=[N:45][C:40]([CH:37]([CH3:39])[CH3:38])=[CH:41][CH:42]=3)[CH2:14]2)=[N:10][C:9]=1[CH3:36])=[O:7])([CH3:4])([CH3:2])[CH3:3] |f:2.3,4.5|. Procedure: To a mixed solution of the compound (55 mg) obtained in Step 6, [(6-isopropylpyridin-3-yl)methyl]amine (24 mg) and 1-hydroxybenzotriazole hydrate (23 mg) in N,N-dimethylformamide (660 μl) was added, with stirring at room temperature, 1-ethyl-3-(3-dimethylaminopropyl)carbodiimide hydrochloride (29 mg). After stirring at room temperature for 3 hr, the reaction mixture was partitioned by adding saturated aqueous sodium hydrogen carbonate solution and ethyl acetate. The organic layer was washed with... Starting materials: C(=O)(OC(C)(C)C)N1CCC(CC1)OCCOC1=CC=C(C(=O)OC)C=C1 (Methyl 4-[2-(N-Boc-Piperidin-4-yloxy)ethyloxy]benzoate), [OH-].[Na+] (NaOH). The solvent is C(C)O (ethanol). Yields the product C(=O)(OC(C)(C)C)N1CCC(CC1)OCCOC1=CC=C(C(=O)O)C=C1 (4-[2-(N-Boc-Piperidin-4-yloxy)ethyloxy]benzoic acid). As a reaction SMILES: [C:1]([N:8]1[CH2:13][CH2:12][CH:11]([O:14][CH2:15][CH2:16][O:17][C:18]2[CH:27]=[CH:26][C:21]([C:22]([O:24]C)=[O:23])=[CH:20][CH:19]=2)[CH2:10][CH2:9]1)([O:3][C:4]([CH3:7])([CH3:6])[CH3:5])=[O:2].[OH-].[Na+]>C(O)C>[C:1]([N:8]1[CH2:13][CH2:12][CH:11]([O:14][CH2:15][CH2:16][O:17][C:18]2[CH:19]=[CH:20][C:21]([C:22]([OH:24])=[O:23])=[CH:26][CH:27]=2)[CH2:10][CH2:9]1)([O:3][C:4]([CH3:7])([CH3:6])[CH3:5])=[O:2] |f:1.2|. Procedure details: A solution of 21-5 (1.6 g, 4.1 mmol), ethanol (41 mL), and 1N NaOH (21 mL) was stirred at ambient temperature for 20 hours. The reaction was then concentrated and the residue dissolved in H2O and then washed with ether. The aqueous phase was acidified with 5% KHSO4 and then extracted with EtOAc. The EtOAc portion was washed with 5% KHSO4 and brine, dried (MgSO4), and concentrated to furnish 21-6 as a white solid. TLC Rf =0.68 (silica, acetone);